From a dataset of the Open Reaction Database (ORD), a public repository of structured organic reaction records. describe an organic reaction: reactants, conditions, products, and yield Starting materials: CCCCN, C1CCOC1, OC(CCI)c1ccccc1. The product is CCCCNCCC(O)c1ccccc1. RXN SMILES: [CH2:12]([CH2:13][CH2:14][CH3:15])[NH2:16].[CH2:17]1[O:18][CH2:19][CH2:20][CH2:21]1.[I:1][CH2:2][CH2:3][CH:4]([OH:5])[c:6]1[cH:7][cH:8][cH:9][cH:10][cH:11]1>>[CH2:2]([CH2:3][CH:4]([OH:5])[c:6]1[cH:7][cH:8][cH:9][cH:10][cH:11]1)[NH:16][CH2:12][CH2:13][CH2:14][CH3:15]. Starting materials: CCCCCCOc1ccc(C(=O)O)cc1, CN(C)c1ccncc1, C=CC1CN2CCC1CC2C(O)c1ccnc2ccccc12, C(=NC1CCCCC1)=NC1CCCCC1, ClCCl. Product: C=CC1CN2CCC1CC2C(OC(=O)c1ccc(OCCCCCC)cc1)c1ccnc2ccccc12. Reaction SMILES: [CH2:23]([CH2:24][CH2:25][CH2:26][CH2:27][CH3:28])[O:29][c:30]1[cH:31][cH:32][c:33]([C:34](=[O:35])[OH:36])[cH:37][cH:38]1.[CH3:54][N:55]([c:56]1[cH:57][cH:58][n:59][cH:60][cH:61]1)[CH3:62].[CH:1]1([CH:11]([OH:12])[c:13]2[cH:14][cH:15][n:16][c:17]3[cH:18][cH:19][cH:20][cH:21][c:22]23)[CH2:2][CH:3]2[CH2:4][CH2:5][N:6]1[CH2:7][CH:8]2[CH:9]=[CH2:10].[CH:39]1([N:40]=[C:41]=[N:42][CH:43]2[CH2:44][CH2:45][CH2:46][CH2:47][CH2:48]2)[CH2:49][CH2:50][CH2:51][CH2:52][CH2:53]1.[Cl:63][CH2:64][Cl:65]>>[CH:1]1([CH:11]([O:12][C:34]([c:33]2[cH:32][cH:31][c:30]([O:29][CH2:23][CH2:24][CH2:25][CH2:26][CH2:27][CH3:28])[cH:38][cH:37]2)=[O:35])[c:13]2[cH:14][cH:15][n:16][c:17]3[cH:18][cH:19][cH:20][cH:21][c:22]23)[CH2:2][CH:3]2[CH2:4][CH2:5][N:6]1[CH2:7][CH:8]2[CH:9]=[CH2:10]. The reactants are BrCCCBr, C1CCOC1, [Na+], [Na], [OH-], CCCc1c(COc2ccc(Cc3nnn[nH]3)cc2)ccc(C(C)=O)c1O. Yields the product CCCc1c(COc2ccc(Cc3nnn(CCCBr)n3)cc2)ccc(C(C)=O)c1O. As a reaction SMILES: [Br:31][CH2:32][CH2:33][CH2:34][Br:35].[CH2:36]1[O:37][CH2:38][CH2:39][CH2:40]1.[Na+:30].[Na:1].[OH-:29].[OH:2][c:3]1[c:4]([C:26]([CH3:27])=[O:28])[cH:5][cH:6][c:7]([CH2:12][O:13][c:14]2[cH:15][cH:16][c:17]([CH2:20][c:21]3[n:22][n:23][n:24][nH:25]3)[cH:18][cH:19]2)[c:8]1[CH2:9][CH2:10][CH3:11]>>[OH:2][c:3]1[c:4]([C:26]([CH3:27])=[O:28])[cH:5][cH:6][c:7]([CH2:12][O:13][c:14]2[cH:15][cH:16][c:17]([CH2:20][c:21]3[n:22][n:23][n:24]([CH2:34][CH2:33][CH2:32][Br:31])[n:25]3)[cH:18][cH:19]2)[c:8]1[CH2:9][CH2:10][CH3:11]. Starting materials: COC=1C=C2C(=CC=NC2=CC1OC)OC1=CC(=C(N)C=C1)C (4-[(6,7-Dimethoxy-4-quinolyl)oxy]-2-methylaniline), C1(=CC=CC=C1)C (toluene), CC1=C(C=CC=C1)C(=O)N=C=S (2-methyl-1-benzenecarbonyl isothiocyanate). Solvent: C(C)O (ethanol), C(C)O (ethanol). Reaction conditions: time 2 hour. Product: COC=1C=C2C(=CC=NC2=CC1OC)OC1=CC(=C(C=C1)NC(=S)NC(C1=C(C=CC=C1)C)=O)C (N-{4-[(6,7-Dimethoxy-4-quinolyl)oxy]-2-methylphenyl}-N′-(2-methylbenzoyl)thiourea). The yield is 59.0%. RXN SMILES: [CH3:1][C:2]1[CH:7]=[CH:6][CH:5]=[CH:4][C:3]=1[C:8]([N:10]=[C:11]=[S:12])=[O:9].[CH3:13][O:14][C:15]1[CH:16]=[C:17]2[C:22](=[CH:23][C:24]=1[O:25][CH3:26])[N:21]=[CH:20][CH:19]=[C:18]2[O:27][C:28]1[CH:34]=[CH:33][C:31]([NH2:32])=[C:30]([CH3:35])[CH:29]=1.C1(C)C=CC=CC=1>C(O)C>[CH3:13][O:14][C:15]1[CH:16]=[C:17]2[C:22](=[CH:23][C:24]=1[O:25][CH3:26])[N:21]=[CH:20][CH:19]=[C:18]2[O:27][C:28]1[CH:34]=[CH:33][C:31]([NH:32][C:11]([NH:10][C:8](=[O:9])[C:3]2[CH:4]=[CH:5][CH:6]=[CH:7][C:2]=2[CH3:1])=[S:12])=[C:30]([CH3:35])[CH:29]=1. Reported procedure: Commercially available 2-methyl-1-benzenecarbonyl isothiocyanate (50 μl) was dissolved in ethanol (1 ml) to prepare a solution. 4-[(6,7-Dimethoxy-4-quinolyl)oxy]-2-methylaniline (50 mg), toluene (5 ml), and ethanol (1 ml) were added to the solution, and the mixture was stirred at room temperature for 2 hr. The reaction solution was concentrated, and the residue was purified by chromatography on silica gel using chloroform/acetone for development to give the title compound (46 mg, yield 59%). Reactants: [OH-].[Na+] (sodium hydroxide), COC=1C=C2C=CC=NC2=CC1C (6-Methoxy-7-methyl-quinoline), C(O)([O-])=O.[Na+] (sodium hydrogencarbonate). Solvent: Br(=O)(=O)O (bromic acid). Product: OC=1C=C2C=CC=NC2=CC1C (6-hydroxy-7-methylquinoline). Yield: 47.2%. Reaction SMILES: C[O:2][C:3]1[CH:4]=[C:5]2[C:10](=[CH:11][C:12]=1[CH3:13])[N:9]=[CH:8][CH:7]=[CH:6]2.[OH-].[Na+].C(=O)([O-])O.[Na+]>Br(O)(=O)=O>[OH:2][C:3]1[CH:4]=[C:5]2[C:10](=[CH:11][C:12]=1[CH3:13])[N:9]=[CH:8][CH:7]=[CH:6]2 |f:1.2,3.4|. Reported procedure: 6-Methoxy-7-methyl-quinoline (3 g) was added to an aqueous bromic acid solution (30 ml), and the mixture was heated under reflux for 7 hr. The reaction solution was cooled to room temperature, the aqueous layer was then neutralized with an aqueous sodium hydroxide solution and an aqueous sodium hydrogencarbonate solution. The organic layer was extracted with ether, the solvent was removed by distillation under the reduced pressure, and the residue was washed with cooled ether to give 6-hydroxy-7... Starting materials: O\N=C(/C(=O)OCC)\C=1N=C(SC1)NC(C1=CC=CC=C1)(C1=CC=CC=C1)C1=CC=CC=C1 (ethyl (Z)-2-(hydroxyimino)-2-[2-(triphenylmethyl)aminothiazol-4-yl]acetate), C([O-])([O-])=O.[K+].[K+] (potassium carbonate), C(C)(C)(C)OC(C(C)Br)=O (tert-butyl-2-bromopropionate), CS(=O)C (dimethylsulfoxide), C(C)OCC (ethyl ether). Run at time 5 hour. Yields the product C(CCC)OC(=O)CO\N=C(/C(=O)OCC)\C=1N=C(SC1)NC(C1=CC=CC=C1)(C1=CC=CC=C1)C1=CC=CC=C1 (ethyl (Z)-2-(butoxycarbonylmethoxyimino)-2-[2-(triphenylmethyl)aminothiazol-4-yl]acetate). Reaction SMILES: [OH:1]/[N:2]=[C:3](/[C:9]1[N:10]=[C:11]([NH:14][C:15]([C:28]2[CH:33]=[CH:32][CH:31]=[CH:30][CH:29]=2)([C:22]2[CH:27]=[CH:26][CH:25]=[CH:24][CH:23]=2)[C:16]2[CH:21]=[CH:20][CH:19]=[CH:18][CH:17]=2)[S:12][CH:13]=1)\[C:4]([O:6][CH2:7][CH3:8])=[O:5].C(=O)([O-])[O-:35].[K+].[K+].[C:40](OC(=O)C(Br)C)(C)(C)[CH3:41].CS(C)=O.[CH2:54]([O:56][CH2:57][CH3:58])[CH3:55]>>[CH2:54]([O:56][C:57]([CH2:58][O:1]/[N:2]=[C:3](/[C:9]1[N:10]=[C:11]([NH:14][C:15]([C:28]2[CH:29]=[CH:30][CH:31]=[CH:32][CH:33]=2)([C:22]2[CH:23]=[CH:24][CH:25]=[CH:26][CH:27]=2)[C:16]2[CH:21]=[CH:20][CH:19]=[CH:18][CH:17]=2)[S:12][CH:13]=1)\[C:4]([O:6][CH2:7][CH3:8])=[O:5])=[O:35])[CH2:55][CH2:40][CH3:41] |f:1.2.3|. Reported procedure: To ethyl (Z)-2-(hydroxyimino)-2-[2-(triphenylmethyl)aminothiazol-4-yl]acetate(46 g) were added potassium carbonate(27.6 g), tert-butyl-2-bromopropionate(20 g) and dimethylsulfoxide(300 ml). The reaction mixture was stirred for 5 hours at room temperature, followed by addition of ethyl ether (2 l). After the reaction mixture was washed 5 times with distilled water(500 ml), the separated organic layer was dehydrated and concentrated to give the above-indicated compound(47.2 g) in a yellow solid.